This data is from the Open Reaction Database (ORD), a public repository of structured organic reaction records. The task is: describe an organic reaction: reactants, conditions, products, and yield Reactants: O1CCOC2=C1C=CC(=C2)C2=C1C(=NC(=C2C(=O)OCC)Cl)C2=C(O1)C=CC=C2 (ethyl 4-(1,4-benzodioxan-6-yl)-2-chlorobenzofuro[3,2-b]pyridine-3-carboxylate), C([O-])([O-])=O.[Cs+].[Cs+] (caesium carbonate), C1OC=2C=C(C=CC2O1)O (3,4-methylenedioxyphenol). Run in CN(C)C=O (DMF), ClCCl (dichloromethane). Run at time 8 hour. Product: O1CCOC2=C1C=CC(=C2)C2=C1C(=NC(=C2C(=O)OCC)OC2=CC3=C(C=C2)OCO3)C3=C(O1)C=CC=C3 (ethyl 4-(1,4-benzodioxan-6-yl)-2-(3,4-methylenedioxyphenoxy)benzofuro[3,2-b]pyridine-3-carboxylate). RXN SMILES: [O:1]1[C:6]2[CH:7]=[CH:8][C:9]([C:11]3[C:16]([C:17]([O:19][CH2:20][CH3:21])=[O:18])=[C:15](Cl)[N:14]=[C:13]4[C:23]5[CH:29]=[CH:28][CH:27]=[CH:26][C:24]=5[O:25][C:12]=34)=[CH:10][C:5]=2[O:4][CH2:3][CH2:2]1.C(=O)([O-])[O-].[Cs+].[Cs+].[CH2:36]1[O:44][C:43]2[CH:42]=[CH:41][C:40]([OH:45])=[CH:39][C:38]=2[O:37]1>CN(C=O)C.ClCCl>[O:1]1[C:6]2[CH:7]=[CH:8][C:9]([C:11]3[C:16]([C:17]([O:19][CH2:20][CH3:21])=[O:18])=[C:15]([O:45][C:40]4[CH:41]=[CH:42][C:43]5[O:44][CH2:36][O:37][C:38]=5[CH:39]=4)[N:14]=[C:13]4[C:23]5[CH:29]=[CH:28][CH:27]=[CH:26][C:24]=5[O:25][C:12]=34)=[CH:10][C:5]=2[O:4][CH2:3][CH2:2]1 |f:1.2.3|. Procedure details: A solution of 3.8 g of ethyl 4-(1,4-benzodioxan-6-yl)-2-chlorobenzofuro[3,2-b]pyridine-3-carboxylate and 3.1 g of caesium carbonate in 40 ml of DMF is treated with a solution of 1.7 g of 3,4-methylenedioxyphenol in 20 ml of dichloromethane and stirred overnight. The mixture is worked up in the customary manner and ethyl 4-(1,4-benzodioxan-6-yl)-2-(3,4-methylenedioxyphenoxy)benzofuro[3,2-b]pyridine-3-carboxylate is obtained. Reactants: ClC1=NC=C(C(=N1)NCC)[N+](=O)[O-] (2-chloro-N-ethyl-5-nitropyrimidin-4-amine), [H][H] (hydrogen). The reagents and catalysts are [Ni] (Raney Nickel). Solvent: C1CCOC1 (THF). Yields the product ClC1=NC=C(C(=N1)NCC)N (2-chloro-N4-ethylpyrimidine-4,5-diamine). The yield is 92.0%. Reaction SMILES: [Cl:1][C:2]1[N:7]=[C:6]([NH:8][CH2:9][CH3:10])[C:5]([N+:11]([O-])=O)=[CH:4][N:3]=1.[H][H]>C1COCC1.[Ni]>[Cl:1][C:2]1[N:7]=[C:6]([NH:8][CH2:9][CH3:10])[C:5]([NH2:11])=[CH:4][N:3]=1. Procedure: To a solution of 10.0 g (50 mmol, 1.0 eq.) of 2-chloro-N-ethyl-5-nitropyrimidin-4-amine (I-1) in 300 mL of THF was added ˜4.0 g of Raney Nickel. The solution was stirred under 1 atm. of hydrogen at room temperature for 12 h. The reaction mixture was filtered through Celite® and the pad was washed with 100 mL of THF. The solvent was removed in vacuo to provide 8.0 g (46 mmol, 92%) of 2-chloro-N4-ethylpyrimidine-4,5-diamine (I-5).